describe an organic reaction: reactants, conditions, products, and yield From a dataset of the Open Reaction Database (ORD), a public repository of structured organic reaction records. The reactants are C(#N)C1=CC=C(NC(C2=CC=C(C=C2)C=O)=O)C=C1 (4′-cyano-4-formylbenzanilide), FC1=C(C=CC(=C1)F)[C@H](C(O)N1N=CN=C1)[C@@H](C)SC(CO)CO ((2R,3R)-2-(2,4-difluorophenyl)-3-[[1-(hydroxymethyl)-2-hydroxyethyl]thio]-1-(1H-1,2,4-triazol-1-yl)butanol), O.C1(=CC=C(C=C1)S(=O)(=O)O)C (p-toluenesulfonic acid monohydrate). The product is C(#N)C1=CC=C(NC(C2=CC=C(C=C2)[C@@H]2OC[C@H](CO2)S[C@@H]([C@@](CN2N=CN=C2)(O)C2=C(C=C(C=C2)F)F)C)=O)C=C1 (4′-Cyano-4-[trans-5-[[(1R,2R)-2-(2,4-difluorophenyl)-2-hydroxy-1-methyl-3-(1H-1,2,4-triazol-1-yl)propyl]thio]-1,3-dioxan-2-yl]benzanilide). The yield is 18.8%. As a reaction SMILES: [C:1]([C:3]1[CH:19]=[CH:18][C:6]([NH:7][C:8](=[O:17])[C:9]2[CH:14]=[CH:13][C:12]([CH:15]=[O:16])=[CH:11][CH:10]=2)=[CH:5][CH:4]=1)#[N:2].[F:20][C:21]1[CH:26]=[C:25]([F:27])[CH:24]=[CH:23][C:22]=1[C@@H:28]([C@H:36]([S:38][CH:39]([CH2:42][OH:43])[CH2:40]O)[CH3:37])[CH:29]([N:31]1[CH:35]=[N:34][CH:33]=[N:32]1)O.O.C1(C)C=CC(S(O)(=O)=[O:52])=CC=1>>[C:1]([C:3]1[CH:19]=[CH:18][C:6]([NH:7][C:8](=[O:17])[C:9]2[CH:14]=[CH:13][C:12]([C@H:15]3[O:43][CH2:42][C@H:39]([S:38][C@H:36]([CH3:37])[C@:28]([C:22]4[CH:23]=[CH:24][C:25]([F:27])=[CH:26][C:21]=4[F:20])([OH:52])[CH2:29][N:31]4[CH:35]=[N:34][CH:33]=[N:32]4)[CH2:40][O:16]3)=[CH:11][CH:10]=2)=[CH:5][CH:4]=1)#[N:2] |f:2.3|. Reported procedure: In the same manner as that described in Example 1(2), a reaction was carried out using 4′-cyano-4-formylbenzanilide (75 mg, 0.30 mmol) obtained in Example 2(1), (2R,3R)-2-(2,4-difluorophenyl)-3-[[1-(hydroxymethyl)-2-hydroxyethyl]thio]-1-(1H-1,2,4-triazol-1-yl)butanol (98 mg, 0.27 mmol) and p-toluenesulfonic acid monohydrate (62 mg, 0.32 mmol) and the reaction mixture was treated using a similar procedure to that described in Example 1(2) to give the trans isomer of the title compound (30 mg, yie... Starting materials: O=C([O-])[O-], CCOC(=O)C(C)(C)CCl, [Cs+], [Cs+], CC(C)(C)n1c(-c2ccc(O)cc2-n2cncn2)nc2cc(-c3cnc(N)nc3)ccc21, CN(C)C=O. Product: CCOC(=O)C(C)(C)COc1ccc(-c2nc3cc(-c4cnc(N)nc4)ccc3n2C(C)(C)C)c(-n2cncn2)c1. RXN SMILES: [C:33](=[O:34])([O-:35])[O-:36].[Cl:39][CH2:40][C:41]([C:42](=[O:43])[O:44][CH2:45][CH3:46])([CH3:47])[CH3:48].[Cs+:37].[Cs+:38].[NH2:1][c:2]1[n:3][cH:4][c:5](-[c:8]2[cH:9][c:10]3[c:11]([n:12]([C:27]([CH3:28])([CH3:29])[CH3:30])[c:13](-[c:15]4[c:16](-[n:22]5[n:23][cH:24][n:25][cH:26]5)[cH:17][c:18]([OH:21])[cH:19][cH:20]4)[n:14]3)[cH:31][cH:32]2)[cH:6][n:7]1.[O:49]=[CH:50][N:51]([CH3:52])[CH3:53]>>[NH2:1][c:2]1[n:3][cH:4][c:5](-[c:8]2[cH:9][c:10]3[c:11]([n:12]([C:27]([CH3:28])([CH3:29])[CH3:30])[c:13](-[c:15]4[c:16](-[n:22]5[n:23][cH:24][n:25][cH:26]5)[cH:17][c:18]([O:21][CH2:40][C:41]([C:42](=[O:43])[O:44][CH2:45][CH3:46])([CH3:47])[CH3:48])[cH:19][cH:20]4)[n:14]3)[cH:31][cH:32]2)[cH:6][n:7]1.